Dataset: the Open Reaction Database (ORD), a public repository of structured organic reaction records. Task: describe an organic reaction: reactants, conditions, products, and yield The product is Cc1cc(N2CCOCC2)nc(C)c1N. RXN SMILES: [CH3:1][C:2](=[O:3])[OH:4].[CH3:5][c:6]1[cH:7][c:8]([N:16]2[CH2:17][CH2:18][O:19][CH2:20][CH2:21]2)[n:9][c:10]([CH3:15])[c:11]1[N+:12]([O-:13])=[O:14].[O:22]1[CH2:23][CH2:24][CH2:25][CH2:26]1.[Zn:27]>>[CH3:5][c:6]1[cH:7][c:8]([N:16]2[CH2:17][CH2:18][O:19][CH2:20][CH2:21]2)[n:9][c:10]([CH3:15])[c:11]1[NH2:12]. Reactants: CC(=O)O, Cc1cc(N2CCOCC2)nc(C)c1[N+](=O)[O-], C1CCOC1, [Zn]. Reactants: O (Water), [N+](=O)([O-])C=1C=C(C(O)=CC1)O (4-Nitrocatechol), C([O-])([O-])=O.[Li+].[Li+] (lithium carbonate), C(Cl)C1CO1 (epichlorohydrin). The solvent is CN(C)C=O (DMF). The product is [N+](=O)([O-])C=1C=CC2=C(OC(CO2)CO)C1 ((7-nitro-2,3-dihydrobenzo[b][1,4]dioxin-2-yl)methanol). Isolated yield 14.7%. As a reaction SMILES: [N+:1]([C:4]1[CH:5]=[C:6]([OH:11])[C:7](=[CH:9][CH:10]=1)[OH:8])([O-:3])=[O:2].C(=O)([O-])[O-].[Li+].[Li+].[CH2:18]([CH:20]1[O:22][CH2:21]1)Cl.O>CN(C=O)C>[N+:1]([C:4]1[CH:10]=[CH:9][C:7]2[O:8][CH2:18][CH:20]([CH2:21][OH:22])[O:11][C:6]=2[CH:5]=1)([O-:3])=[O:2] |f:1.2.3|. Procedure details: 4-Nitrocatechol (30 g, 0.19 mol), lithium carbonate (36 g, 0.49 mol), and epichlorohydrin (38 mL, 0.49 mol) in DMF (180 mL) were heated to 70-85° C. for 47 hours. Water was added and the mixture extracted with EtOAc (3×). Concentration of the combined EtOAc extracts and crystallization from MeOH gave the title compound, first crop, 5.98 g, 14.7% yield, mp 131.8-135° C. and second crop, 1.64 g, 4% yield, mp 133.1-136.7° C., (lit. mp 131-134° C.). 1H NMR (d6-DMSO) δ 7.78 (1H, dd, J=8.9, 2.7 Hz); 7...